Task: describe an organic reaction: reactants, conditions, products, and yield. Dataset: the Open Reaction Database (ORD), a public repository of structured organic reaction records Starting materials: CC(C)(C)OC(=O)c1cc(O)c2c(c1)OC(C)(CO)C2, COC(=O)c1cc(Oc2ccc(S(C)(=O)=O)cc2)cc2c1CC(C)O2, O=C(c1ccc(F)cc1F)N1CCC1. RXN SMILES: [C:26]([CH3:27])([CH3:28])([CH3:29])[O:30][C:31](=[O:32])[c:33]1[cH:34][c:35]2[c:36]([c:43]([OH:45])[cH:44]1)[CH2:37][C:38]([CH3:40])([CH2:41][OH:42])[O:39]2.[CH3:1][O:2][C:3]([c:4]1[cH:5][c:6]([O:7][c:8]2[cH:9][cH:10][c:11]([S:12]([CH3:13])(=[O:14])=[O:15])[cH:16][cH:17]2)[cH:18][c:19]2[c:24]1[CH2:23][CH:21]([CH3:22])[O:20]2)=[O:25].[N:46]1([C:50](=[O:51])[c:52]2[c:53]([F:59])[cH:54][c:55]([F:58])[cH:56][cH:57]2)[CH2:47][CH2:48][CH2:49]1>>[C:26]([CH3:27])([CH3:28])([CH3:29])[O:30][C:31](=[O:32])[c:33]1[cH:34][c:35]2[c:36]([c:43]([O:45][c:55]3[cH:54][c:53]([F:59])[c:52]([C:50]([N:46]4[CH2:47][CH2:48][CH2:49]4)=[O:51])[cH:57][cH:56]3)[cH:44]1)[CH2:37][C:38]([CH3:40])([CH2:41][OH:42])[O:39]2. The product is CC(C)(C)OC(=O)c1cc(Oc2ccc(C(=O)N3CCC3)c(F)c2)c2c(c1)OC(C)(CO)C2.